This data is from the Open Reaction Database (ORD), a public repository of structured organic reaction records. The task is: describe an organic reaction: reactants, conditions, products, and yield The reactants are O=C(O)c1ccc(F)c(Br)n1, CC(=O)OC1C(C)CC(c2ccncc2N)CC1NC(=O)OC(C)(C)C, CCOC(C)=O. Yields the product CC(=O)OC1C(C)CC(c2ccncc2NC(=O)c2ccc(F)c(Br)n2)CC1NC(=O)OC(C)(C)C. Reaction SMILES: [Br:27][c:28]1[c:29]([F:37])[cH:30][cH:31][c:32]([C:34](=[O:35])[OH:36])[n:33]1.[C:1]([CH3:2])(=[O:3])[O:4][CH:5]1[CH:6]([NH:19][C:20](=[O:21])[O:22][C:23]([CH3:24])([CH3:25])[CH3:26])[CH2:7][CH:8]([c:12]2[c:13]([NH2:18])[cH:14][n:15][cH:16][cH:17]2)[CH2:9][CH:10]1[CH3:11].[CH3:38][CH2:39][O:40][C:41]([CH3:42])=[O:43]>>[C:1]([CH3:2])(=[O:3])[O:4][CH:5]1[CH:6]([NH:19][C:20](=[O:21])[O:22][C:23]([CH3:24])([CH3:25])[CH3:26])[CH2:7][CH:8]([c:12]2[c:13]([NH:18][C:34]([c:32]3[cH:31][cH:30][c:29]([F:37])[c:28]([Br:27])[n:33]3)=[O:35])[cH:14][n:15][cH:16][cH:17]2)[CH2:9][CH:10]1[CH3:11]. Starting materials: CC(=O)Nc1ccc(S)cc1, CC(C)(C)O, Cc1cc(Nc2cc(-c3ccccc3)nc(Cl)n2)[nH]n1. Product: CC(=O)Nc1ccc(Sc2nc(Nc3cc(C)n[nH]3)cc(-c3ccccc3)n2)cc1. Reaction SMILES: [C:21]([CH3:22])(=[O:23])[NH:24][c:25]1[cH:26][cH:27][c:28]([SH:31])[cH:29][cH:30]1.[CH3:32][C:33]([OH:34])([CH3:35])[CH3:36].[Cl:1][c:2]1[n:3][c:4](-[c:15]2[cH:16][cH:17][cH:18][cH:19][cH:20]2)[cH:5][c:6]([NH:8][c:9]2[nH:10][n:11][c:12]([CH3:14])[cH:13]2)[n:7]1>>[c:2]1([S:31][c:28]2[cH:27][cH:26][c:25]([NH:24][C:21]([CH3:22])=[O:23])[cH:30][cH:29]2)[n:3][c:4](-[c:15]2[cH:16][cH:17][cH:18][cH:19][cH:20]2)[cH:5][c:6]([NH:8][c:9]2[nH:10][n:11][c:12]([CH3:14])[cH:13]2)[n:7]1. Reactants: CC(C)(C)OC(=O)NCCO, Cc1ccccc1, O=C1C=CC(=O)N1, C1CCOC1, c1ccc(P(c2ccccc2)c2ccccc2)cc1. Yields the product CC(C)(C)OC(=O)NCCN1C(=O)C=CC1=O. RXN SMILES: [C:27]([CH3:28])([CH3:29])([CH3:30])[O:31][C:32]([NH:33][CH2:34][CH2:35][OH:36])=[O:37].[CH3:1][c:2]1[cH:3][cH:4][cH:5][cH:6][cH:7]1.[O:38]=[C:39]1[NH:40][C:41](=[O:42])[CH:43]=[CH:44]1.[O:45]1[CH2:46][CH2:47][CH2:48][CH2:49]1.[c:8]1([P:9]([c:10]2[cH:11][cH:12][cH:13][cH:14][cH:15]2)[c:16]2[cH:17][cH:18][cH:19][cH:20][cH:21]2)[cH:22][cH:23][cH:24][cH:25][cH:26]1>>[C:27]([CH3:28])([CH3:29])([CH3:30])[O:31][C:32]([NH:33][CH2:34][CH2:35][N:40]1[C:39](=[O:38])[CH:44]=[CH:43][C:41]1=[O:42])=[O:37]. Starting materials: [H-].[Na+] (sodium hydride), ClC=1C(=C(C=2N(N1)C(=NN2)CN)C)C ((6-chloro-7,8-dimethyl-[1,2,4]triazolo[4,3-b]pyridazin-3-yl)methylamine), CCC(CC)O (3-pentanol), ClCCl (dichloromethane), O (water), CCC(CC)O (3-Pentanol). Run in CN(C)C=O (DMF). Conditions: time 8 hour. Product: C(C)C(CC)OC=1C(=C(C=2N(N1)C(=NN2)CN)C)C ([6-(1-Ethylpropoxy)-7,8-dimethyl-[1,2,4]triazolo[4,3-b]pyridazin-3-yl]methylamine). RXN SMILES: [H-].[Na+].Cl[C:4]1[C:5]([CH3:16])=[C:6]([CH3:15])[C:7]2[N:8]([C:10]([CH2:13][NH2:14])=[N:11][N:12]=2)[N:9]=1.O.ClCCl.[CH3:21][CH2:22][CH:23]([OH:26])[CH2:24][CH3:25]>CN(C=O)C>[CH2:22]([CH:23]([O:26][C:4]1[C:5]([CH3:16])=[C:6]([CH3:15])[C:7]2[N:8]([C:10]([CH2:13][NH2:14])=[N:11][N:12]=2)[N:9]=1)[CH2:24][CH3:25])[CH3:21] |f:0.1|. Procedure: 3-Pentanol (1.2 ml) was initially charged at RT with stirring. Thereafter, sodium hydride (77 mg) was added while cooling with ice. After stirring at 55° C. for 3 h, (6-chloro-7,8-dimethyl-[1,2,4]triazolo[4,3-b]pyridazin-3-yl)methylamine (W2.169; 50 mg), dissolved in 3-pentanol (1 ml) and DMF (2 ml), was added dropwise. After stirring for 2 h, the reaction mixture was left to stand at RT overnight, admixed with water and dichloromethane and then extracted three times more with dichloromethane. T... As a reaction SMILES: CN(C)C=O.[CH:6](=[O:13])[C:7]1[CH:12]=[CH:11][CH:10]=[CH:9][CH:8]=1.[C-]#N.[Na+].[CH:17]([C:19]([CH3:21])=[O:20])=[CH2:18]>O>[C:7]1([C:6](=[O:13])[CH2:18][CH2:17][C:19](=[O:20])[CH3:21])[CH:12]=[CH:11][CH:10]=[CH:9][CH:8]=1 |f:2.3|. The product is C1(=CC=CC=C1)C(CCC(C)=O)=O (1-phenyl-1,4-pentanedione). Solvent: O (water). Procedure: To 1200 ml of dimethylformamide (DMF) containing 3 moles of benzaldehyde and heated at 35° C., a mixed solution of 0.3 mole of sodium cyanide and 2400 ml of DMF was added dropwise in 30 minutes, and the reaction was carried out for further 30 minutes with stirring. To the reaction solution, a mixed solution of 2.25 moles of methyl vinyl ketone and 2400 ml of DMF was added dropwise in 30 minutes, and the reaction was carried out for further 1 hour. After the reaction, water was poured into the re... Isolated yield 40.0%. Reactants: C(=C)C(=O)C (methyl vinyl ketone), CN(C=O)C (DMF), CN(C=O)C (dimethylformamide), C(C1=CC=CC=C1)=O (benzaldehyde), [C-]#N.[Na+] (sodium cyanide), CN(C=O)C (DMF). Reaction conditions: temperature 35 celsius, time 30 minute.